From a dataset of the Open Reaction Database (ORD), a public repository of structured organic reaction records. describe an organic reaction: reactants, conditions, products, and yield The reactants are C(C)(=O)NC1=C(N(C2=CC(=CC=C12)Cl)C(=O)OCC)C(=O)C1CCCCC1 (3-Acetylamino-6-chloro-2-(cyclohexanecarbonyl)-1-(ethoxycarbonyl)indole), C(C)(=O)OCC.CCCCCC (ethyl acetate hexane). Yields the product C(C)(=O)N(C)C1=C(NC2=CC(=CC=C12)Cl)C(=O)C1CCCCC1 (3-(N-acetyl-N-methylamino)-6-chloro-2-(cyclohexanecarbonyl)indole). As a reaction SMILES: [C:1]([NH:4][C:5]1[C:13]2[C:8](=[CH:9][C:10]([Cl:14])=[CH:11][CH:12]=2)[N:7](C(OCC)=O)[C:6]=1[C:20]([CH:22]1[CH2:27][CH2:26][CH2:25][CH2:24][CH2:23]1)=[O:21])(=O)C.[C:28](OCC)(=[O:30])[CH3:29].CCCCCC>>[C:28]([N:4]([C:5]1[C:13]2[C:8](=[CH:9][C:10]([Cl:14])=[CH:11][CH:12]=2)[NH:7][C:6]=1[C:20]([CH:22]1[CH2:27][CH2:26][CH2:25][CH2:24][CH2:23]1)=[O:21])[CH3:1])(=[O:30])[CH3:29] |f:1.2|. Procedure details: The title compound was prepared from 3-acetylamino-6-chloro-2-cyclohexylcarbonyl-1-(ethoxycarbonyl)indole (step 1) according to the procedure described in Example 146. m.p.: 162-163° C. (ethyl acetate/hexane)